describe an organic reaction: reactants, conditions, products, and yield From a dataset of the Open Reaction Database (ORD), a public repository of structured organic reaction records. Starting materials: C(C)(C)(C)OC(=O)N1CC=2N=CN=C(C2CC1)OC=1C=C2C=CNC2=CC1 (4-(1H-Indol-5-yloxy)-5,8-dihydro-6H-pyrido[3,4-d]pyrimidine-7-carboxylic acid tert-butyl ester), C1(=CC=CC=C1)OC(NC1=CC(=CC(=C1)C(F)(F)F)C#N)=O ((3-cyano-5-trifluoromethyl-phenyl)-carbamic acid phenyl ester), Example 31-F, [H-].[Na+] (NaH). Solvent: C1CCOC1 (THF). Reaction conditions: time 24 hour. Yields the product C(C)(C)(C)OC(=O)N1CC=2N=CN=C(C2CC1)OC=1C=C2C=CN(C2=CC1)C(NC1=CC(=CC(=C1)C(F)(F)F)C#N)=O (4-[1-(3-Cyano-5-trifluoromethyl-phenylcarbamoyl)-1H-indol-5-yloxy]-5,8-dihydro-6H-pyrido[3,4-d]pyrimidine-7-carboxylic acid tert-butyl ester). Reaction SMILES: [C:1]([O:5][C:6]([N:8]1[CH2:17][CH2:16][C:15]2[C:14]([O:18][C:19]3[CH:20]=[C:21]4[C:25](=[CH:26][CH:27]=3)[NH:24][CH:23]=[CH:22]4)=[N:13][CH:12]=[N:11][C:10]=2[CH2:9]1)=[O:7])([CH3:4])([CH3:3])[CH3:2].[H-].[Na+].C1([O:36][C:37](=O)[NH:38][C:39]2[CH:44]=[C:43]([C:45]([F:48])([F:47])[F:46])[CH:42]=[C:41]([C:49]#[N:50])[CH:40]=2)C=CC=CC=1>C1COCC1>[C:1]([O:5][C:6]([N:8]1[CH2:17][CH2:16][C:15]2[C:14]([O:18][C:19]3[CH:20]=[C:21]4[C:25](=[CH:26][CH:27]=3)[N:24]([C:37](=[O:36])[NH:38][C:39]3[CH:44]=[C:43]([C:45]([F:48])([F:47])[F:46])[CH:42]=[C:41]([C:49]#[N:50])[CH:40]=3)[CH:23]=[CH:22]4)=[N:13][CH:12]=[N:11][C:10]=2[CH2:9]1)=[O:7])([CH3:4])([CH3:2])[CH3:3] |f:1.2|. Reported procedure: 4-(1H-Indol-5-yloxy)-5,8-dihydro-6H-pyrido[3,4-d]pyrimidine-7-carboxylic acid tert-butyl ester, Example 31-F (140 mg, 0.38 mmol) is dissolved in THF (5 mL) and NaH (31 mg, 0.76 mmol, 60% in mineral oil) is added followed by (3-cyano-5-trifluoromethyl-phenyl)-carbamic acid phenyl ester (428 mg, 1.15 mmol). After 24 h, the reaction is concentrated and then partitioned between DCM and water. The crude residue is purified via FCC (5-90% EtOAc/heptane) to give the title compound. MS (ESI) m/z 579.2 (... Starting materials: Cn1c(SCCC(=O)O)cc2ccccc21, ClC(Cl)Cl, O. The product is Cn1c2c(c3ccccc31)C(=O)CCS2. RXN SMILES: [CH3:1][n:2]1[c:3]([S:11][CH2:12][CH2:13][C:14](=[O:15])[OH:16])[cH:4][c:5]2[cH:6][cH:7][cH:8][cH:9][c:10]12.[CH:17]([Cl:18])([Cl:19])[Cl:20].[OH2:21]>>[CH3:1][n:2]1[c:3]2[c:4]([c:5]3[cH:6][cH:7][cH:8][cH:9][c:10]13)[C:14](=[O:16])[CH2:13][CH2:12][S:11]2.